From a dataset of the Open Reaction Database (ORD), a public repository of structured organic reaction records. describe an organic reaction: reactants, conditions, products, and yield Starting materials: COC1=C(C=CC=C1)N1CCC=2C(=NC=3C(=CC=CC3C21)OCC(F)(F)F)Cl (1-(2-Methoxyphenyl)-4-chloro-6-β,β,β-trifluoroethoxy-2,3-dihydropyrrolo[3,2-c]quinoline), CN (methylamine). The solvent is O (water). Conditions: temperature 180 celsius. Product: COC1=C(C=CC=C1)N1CCC=2C(=NC=3C(=CC=CC3C21)OCC(F)(F)F)NC (1-(2-methoxyphenyl)-4-methylamino-6-β,β,β-trifluoroethoxy-2,3-dihydropyrrolo[3,2-c]quinoline). RXN SMILES: [CH3:1][O:2][C:3]1[CH:8]=[CH:7][CH:6]=[CH:5][C:4]=1[N:9]1[C:21]2[C:20]3[CH:19]=[CH:18][CH:17]=[C:16]([O:22][CH2:23][C:24]([F:27])([F:26])[F:25])[C:15]=3[N:14]=[C:13](Cl)[C:12]=2[CH2:11][CH2:10]1.[CH3:29][NH2:30]>O>[CH3:1][O:2][C:3]1[CH:8]=[CH:7][CH:6]=[CH:5][C:4]=1[N:9]1[C:21]2[C:20]3[CH:19]=[CH:18][CH:17]=[C:16]([O:22][CH2:23][C:24]([F:27])([F:26])[F:25])[C:15]=3[N:14]=[C:13]([NH:30][CH3:29])[C:12]=2[CH2:11][CH2:10]1. Procedure: 1-(2-Methoxyphenyl)-4-chloro-6-β,β,β-trifluoroethoxy-2,3-dihydropyrrolo[3,2-c]quinoline(598 mg, 1.5 mmol) was dissolved in aqueous solution of methylamine(40%, 5.0 ml) in the pressure tube, and the resultant was refluxed at 180° C. for 15 hours. The reaction mixture was dissolved in water, extracted with dichloromethane, and the organic layer was washed with water for 3 times. The organic layer was dried over anhydrous magnesium sulfate, filtered, and concentrated under reduced pressure. The res...